Dataset: the Open Reaction Database (ORD), a public repository of structured organic reaction records. Task: describe an organic reaction: reactants, conditions, products, and yield Reactants: CS(=O)(=O)Cl, CCN(C(C)C)C(C)C, O=C1C=C(CO)CCN1Cc1ccc(F)c(Cl)c1, ClCCl. Product: CS(=O)(=O)OCC1=CC(=O)N(Cc2ccc(F)c(Cl)c2)CC1. RXN SMILES: [CH3:28][S:29]([Cl:30])(=[O:31])=[O:32].[CH:19]([N:20]([CH2:21][CH3:22])[CH:23]([CH3:24])[CH3:25])([CH3:26])[CH3:27].[Cl:1][c:2]1[cH:3][c:4]([CH2:5][N:6]2[C:7](=[O:14])[CH:8]=[C:9]([CH2:12][OH:13])[CH2:10][CH2:11]2)[cH:15][cH:16][c:17]1[F:18].[Cl:33][CH2:34][Cl:35]>>[Cl:1][c:2]1[cH:3][c:4]([CH2:5][N:6]2[C:7](=[O:14])[CH:8]=[C:9]([CH2:12][O:13][S:29]([CH3:28])(=[O:31])=[O:32])[CH2:10][CH2:11]2)[cH:15][cH:16][c:17]1[F:18]. The reactants are B(F)(F)F (BF3), CC=1C(C(CCC1)(C)C)C(\C=C\C)=O (2,6,6-trimethyl-1-crotonoyl-2-cyclohexene), bicyclic compound. Run in CCOCC (ether), C1=CC=CC=C1 (benzene), CCOCC (ether). Yields the product CC1(CCC2C(CC(C1C2=C)=O)C)C (4,4,8-Trimethyl-9-methylene-bicyclo[3.3.1]nonan-6-one). Reaction SMILES: [CH3:1][C:2]1[CH:3]([C:10](=[O:14])/[CH:11]=[CH:12]/[CH3:13])[C:4]([CH3:9])([CH3:8])[CH2:5][CH2:6][CH:7]=1.B(F)(F)F>C1C=CC=CC=1.CCOCC>[CH3:9][C:4]1([CH3:8])[CH:3]2[C:2](=[CH2:1])[CH:7]([CH:12]([CH3:13])[CH2:11][C:10]2=[O:14])[CH2:6][CH2:5]1. Procedure details: A solution of 2,6,6-trimethyl-1-crotonoyl-2-cyclohexene (1.0 g.) in a mixture of benzene and ether (10 ml.) was heated at ca. 80° in the presence of a catalytic amount of a saturated solution of BF3 in ether. The course of the reaction was followed by v.p.c. analysis. Three hours were usually necessary for converting the starting material into the bicyclic compound. Reactants: O=C([O-])O, ClCCl, [Na+], [Na+], [Na+], OC1Cc2ccccc2OC1c1ccccc1, O=S([O-])([O-])=S. The product is O=C1Cc2ccccc2OC1c1ccccc1. RXN SMILES: [C:18](=[O:19])([OH:20])[O-:21].[CH2:30]([Cl:31])[Cl:32].[Na+:22].[Na+:28].[Na+:29].[O:1]1[CH:2]([c:12]2[cH:13][cH:14][cH:15][cH:16][cH:17]2)[CH:3]([OH:11])[CH2:4][c:5]2[cH:6][cH:7][cH:8][cH:9][c:10]21.[S:23]([O-:24])([O-:25])(=[O:26])=[S:27]>>[O:1]1[CH:2]([c:12]2[cH:13][cH:14][cH:15][cH:16][cH:17]2)[C:3](=[O:11])[CH2:4][c:5]2[cH:6][cH:7][cH:8][cH:9][c:10]21. Starting materials: C(C)(C)(C)OC(=O)N1C[C@H](CC1)C=O ((S)-3-formylpyrrolidine-1 -carboxylic acid t-butyl ester), C1CCOC1 (THF). Run at temperature -78 celsius, time 2 hour. Yields the product C(C)(C)(C)OC(=O)N1C[C@H](CC1)C=C ((R)-3-vinylpyrrolidine-1-carboxylic acid t-butyl ester). RXN SMILES: [C:1]([O:5][C:6]([N:8]1[CH2:12][CH2:11][C@H:10]([CH:13]=O)[CH2:9]1)=[O:7])([CH3:4])([CH3:3])[CH3:2].[CH2:15]1COCC1>>[C:1]([O:5][C:6]([N:8]1[CH2:12][CH2:11][C@H:10]([CH:13]=[CH2:15])[CH2:9]1)=[O:7])([CH3:4])([CH3:3])[CH3:2]. Procedure: (S)-3-formylpyrrolidine-1 -carboxylic acid t-butyl ester (3.0 g, 15.0 mmol, 1.0 eq.) in THF (10 mL) was slowly added and the mixture was stirred at −78° C. for 2 hours. The mixture was warmed to room temperature over 3 hours and the reaction was quenched with half saturated NH4Cl (50mL). The organic layer was washed with saturated aqueous NaCl (50 mL). The organic layer was collected, dried over MgSO4, filtered, and concentrated. The resulting oil was slurried in hexanes (50 mL) and the precipit... Reactants: BrCC(C(=O)OCC)=O (ethyl bromopyruvate), [OH-].[K+] (potassium hydroxide), C1(C(CCCC1)=O)=O (cyclohexanedione), [OH-].[Na+] (sodium hydroxide). The solvent is CO (methyl alcohol), O (water), CO (methyl alcohol), CO (methyl alcohol). Conditions: temperature 0 celsius, time 0.5 hour. The product is O=C1CCCC2=C1C(=CO2)C(=O)O (4-oxo-4,5,6,7-tetrahydrobenzofuran-3-carboxylic acid). RXN SMILES: [OH-:1].[K+].[C:3]1(=[O:10])[CH2:8][CH2:7][CH2:6][CH2:5][C:4]1=O.Br[CH2:12][C:13](=O)[C:14]([O:16]CC)=[O:15].[OH-].[Na+]>CO.O>[O:10]=[C:3]1[C:4]2[C:13]([C:14]([OH:16])=[O:15])=[CH:12][O:1][C:5]=2[CH2:6][CH2:7][CH2:8]1 |f:0.1,4.5|. Procedure details: 4-Oxo-4,5,6,7-tetrahydrobenzofuran-3-carboxylic acid was prepared as follows: To a stirred solution of potassium hydroxide (28.06 g, 0.5 mol) in methyl alcohol (100 mL) under nitrogen at 0° C. was added dropwise a solution of cyclohexanedione (56.07 g, 0.5 mol) in methyl alcohol (100 mL). The mixture was stirred at 0° C. for 0.5 h, then a solution of ethyl bromopyruvate (66 mL, 0.525 mol) in methyl alcohol(100 mL) was added dropwise. After allowing the mixture to stir at ambient temperature for ... Reactants: C(C)OC(C1=CC(=CC=C1)SC1=C(NC2=C(C(=CC=C12)Cl)F)C)=O (3-(6-chloro-7-fluoro-2-methyl-1H-indol-3-ylsulfanyl)-benzoic acid ethyl ester), BrC=1C=NN(C1)CCO[Si](C)(C)C(C)(C)C (4-Bromo-1-[2-(tert-butyl-dimethyl-silanyloxy)-ethyl]-1H-pyrazole). Yields the product C(C)OC(C1=CC(=CC=C1)SC1=C(N(C2=C(C(=CC=C12)Cl)F)C=1C=NN(C1)CCO[Si](C)(C)C(C)(C)C)C)=O (3-(1-{1-[2-(tert-Butyl-dimethyl-silanyloxy)-ethyl]-1H-pyrazol-4-yl}-6-chloro-7-fluoro-2-methyl-1H-indol-3-ylsulfanyl)-benzoic acid ethyl ester). RXN SMILES: [CH2:1]([O:3][C:4](=[O:24])[C:5]1[CH:10]=[CH:9][CH:8]=[C:7]([S:11][C:12]2[C:20]3[C:15](=[C:16]([F:22])[C:17]([Cl:21])=[CH:18][CH:19]=3)[NH:14][C:13]=2[CH3:23])[CH:6]=1)[CH3:2].Br[C:26]1[CH:27]=[N:28][N:29]([CH2:31][CH2:32][O:33][Si:34]([C:37]([CH3:40])([CH3:39])[CH3:38])([CH3:36])[CH3:35])[CH:30]=1>>[CH2:1]([O:3][C:4](=[O:24])[C:5]1[CH:10]=[CH:9][CH:8]=[C:7]([S:11][C:12]2[C:20]3[C:15](=[C:16]([F:22])[C:17]([Cl:21])=[CH:18][CH:19]=3)[N:14]([C:26]3[CH:27]=[N:28][N:29]([CH2:31][CH2:32][O:33][Si:34]([C:37]([CH3:40])([CH3:39])[CH3:38])([CH3:35])[CH3:36])[CH:30]=3)[C:13]=2[CH3:23])[CH:6]=1)[CH3:2]. Procedure: Prepared according to the procedure described in Example 55, Step 2 using the following starting materials: 3-(6-chloro-7-fluoro-2-methyl-1H-indol-3-ylsulfanyl)-benzoic acid ethyl ester and 4-Bromo-1-[2-(tert-butyl-dimethyl-silanyloxy)-ethyl]-1H-pyrazole. Reactants: COC(=O)C1=C(N=C(N1CC1=CC=C(C=C1)C1=C(C=CC=C1)C1=NN=NN1C(C1=CC=CC=C1)(C1=CC=CC=C1)C1=CC=CC=C1)CCC)CN1CCN(CC1)C1=NC=CC=C1 (5-Methoxycarbonyl-4-[4-(2-pyridyl)-piperazin-1-yl]methyl-2-propyl-1-[(2'-(N-trityltetrazol-5-yl)biphen-4-yl)methyl]imidazole). Solvent: CO (methanol). Reaction conditions: time 6 hour. Yields the product COC(=O)C1=C(N=C(N1CC1=CC=C(C=C1)C1=C(C=CC=C1)C1=NN=NN1)CCC)CN1CCN(CC1)C1=NC=CC=C1 (5-Methoxycarbonyl-4-[4-(2-pyridyl) -piperazin-1-yl]methyl-2-propyl-1-[(2'-(tetrazol-5-yl)biphen-4-yl)methyl]imidazole). RXN SMILES: [CH3:1][O:2][C:3]([C:5]1[N:9]([CH2:10][C:11]2[CH:16]=[CH:15][C:14]([C:17]3[CH:22]=[CH:21][CH:20]=[CH:19][C:18]=3[C:23]3[N:27](C(C4C=CC=CC=4)(C4C=CC=CC=4)C4C=CC=CC=4)[N:26]=[N:25][N:24]=3)=[CH:13][CH:12]=2)[C:8]([CH2:47][CH2:48][CH3:49])=[N:7][C:6]=1[CH2:50][N:51]1[CH2:56][CH2:55][N:54]([C:57]2[CH:62]=[CH:61][CH:60]=[CH:59][N:58]=2)[CH2:53][CH2:52]1)=[O:4]>CO>[CH3:1][O:2][C:3]([C:5]1[N:9]([CH2:10][C:11]2[CH:16]=[CH:15][C:14]([C:17]3[CH:22]=[CH:21][CH:20]=[CH:19][C:18]=3[C:23]3[NH:27][N:26]=[N:25][N:24]=3)=[CH:13][CH:12]=2)[C:8]([CH2:47][CH2:48][CH3:49])=[N:7][C:6]=1[CH2:50][N:51]1[CH2:56][CH2:55][N:54]([C:57]2[CH:62]=[CH:61][CH:60]=[CH:59][N:58]=2)[CH2:53][CH2:52]1)=[O:4]. Procedure details: 5-Methoxycarbonyl-4-[4-(2-pyridyl)-piperazin-1-yl]methyl-2-propyl-1-[(2'-(N-trityltetrazol-5-yl)biphen-4-yl)methyl]imidazole (1.72 g, 2.10 mmol), obtained from Part B of Example 101, was stirred in 75 mL methanol at reflux for 2 hours. After evaporation of solvent under reduced pressure, the residue was stirred in 30 mL of 1:1 methanol/5% aqueous NaHCO3 for 6 h. The reaction mixture was extracted with 4×50 mL ethyl ether, and the residual organic solvent in the aqueous layer was evaporated under...